The task is: describe an organic reaction: reactants, conditions, products, and yield. This data is from the Open Reaction Database (ORD), a public repository of structured organic reaction records. Starting materials: COc1ccc(N)c([N+](=O)[O-])c1, Cc1ccccc1, Cc1ccc(S(=O)(=O)CCOC(=O)COc2ccc(S(=O)(=O)Cl)cc2OCC(=O)OCCS(=O)(=O)c2ccc(C)cc2)cc1, ClCCl, c1ccncc1. The product is COc1ccc(NS(=O)(=O)c2ccc(OCC(=O)OCCS(=O)(=O)c3ccc(C)cc3)c(OCC(=O)OCCS(=O)(=O)c3ccc(C)cc3)c2)c([N+](=O)[O-])c1. Reaction SMILES: [CH3:1][O:2][c:3]1[cH:4][cH:5][c:6]([NH2:7])[c:8]([N+:10]([O-:11])=[O:12])[cH:9]1.[CH3:63][c:64]1[cH:65][cH:66][cH:67][cH:68][cH:69]1.[Cl:13][S:14](=[O:15])(=[O:16])[c:17]1[cH:18][c:19]([O:40][CH2:41][C:42](=[O:43])[O:44][CH2:45][CH2:46][S:47](=[O:48])(=[O:49])[c:50]2[cH:51][cH:52][c:53]([CH3:56])[cH:54][cH:55]2)[c:20]([O:21][CH2:22][C:23](=[O:24])[O:25][CH2:26][CH2:27][S:28](=[O:29])(=[O:30])[c:31]2[cH:32][cH:33][c:34]([CH3:37])[cH:35][cH:36]2)[cH:38][cH:39]1.[Cl:70][CH2:71][Cl:72].[cH:57]1[cH:58][cH:59][n:60][cH:61][cH:62]1>>[CH3:1][O:2][c:3]1[cH:4][cH:5][c:6]([NH:7][S:14](=[O:15])(=[O:16])[c:17]2[cH:18][c:19]([O:40][CH2:41][C:42](=[O:43])[O:44][CH2:45][CH2:46][S:47](=[O:48])(=[O:49])[c:50]3[cH:51][cH:52][c:53]([CH3:56])[cH:54][cH:55]3)[c:20]([O:21][CH2:22][C:23](=[O:24])[O:25][CH2:26][CH2:27][S:28](=[O:29])(=[O:30])[c:31]3[cH:32][cH:33][c:34]([CH3:37])[cH:35][cH:36]3)[cH:38][cH:39]2)[c:8]([N+:10]([O-:11])=[O:12])[cH:9]1.